This data is from the Open Reaction Database (ORD), a public repository of structured organic reaction records. The task is: describe an organic reaction: reactants, conditions, products, and yield Starting materials: ClC1=NC=2NC(N(C(C2N1CC=C)=O)C)=O (8-chloro-1-methyl-7-(2-propen-1-yl)-3,7-dihydro-1H-purine-2,6-dione), C([O-])([O-])=O.[Na+].[Na+] (sodium carbonate), N1CCOCC1 (morpholine), C(CCCCC)I (hexyl iodide). The reagents and catalysts are C=1C=CC(=CC1)[P](C=2C=CC=CC2)(C=3C=CC=CC3)[Pd]([P](C=4C=CC=CC4)(C=5C=CC=CC5)C=6C=CC=CC6)([P](C=7C=CC=CC7)(C=8C=CC=CC8)C=9C=CC=CC9)[P](C=1C=CC=CC1)(C=1C=CC=CC1)C=1C=CC=CC1 (Pd(PPh3)4). Solvent: CN(C)C=O (DMF), CCOC(=O)C (EtOAc). Conditions: time 90 hour. Product: ClC1=NC=2N(C(N(C(C2N1)=O)C)=O)CCCCCC (8-chloro-3-hexyl-1-methyl-3,7-dihydro-1H-purine-2,6-dione). Yield: 54.4%. Reaction SMILES: [Cl:1][C:2]1[N:10](CC=C)[C:9]2[C:8](=[O:14])[N:7]([CH3:15])[C:6](=[O:16])[NH:5][C:4]=2[N:3]=1.C(=O)([O-])[O-].[Na+].[Na+].[CH2:23](I)[CH2:24][CH2:25][CH2:26][CH2:27][CH3:28].N1CCOCC1>CN(C=O)C.CCOC(C)=O.C1C=CC([P]([Pd]([P](C2C=CC=CC=2)(C2C=CC=CC=2)C2C=CC=CC=2)([P](C2C=CC=CC=2)(C2C=CC=CC=2)C2C=CC=CC=2)[P](C2C=CC=CC=2)(C2C=CC=CC=2)C2C=CC=CC=2)(C2C=CC=CC=2)C2C=CC=CC=2)=CC=1>[Cl:1][C:2]1[NH:10][C:9]2[C:8](=[O:14])[N:7]([CH3:15])[C:6](=[O:16])[N:5]([CH2:23][CH2:24][CH2:25][CH2:26][CH2:27][CH3:28])[C:4]=2[N:3]=1 |f:1.2.3,^1:50,52,71,90|. Procedure details: To a solution of 8-chloro-1-methyl-7-(2-propen-1-yl)-3,7-dihydro-1H-purine-2,6-dione (100 mg, 0.42 mmol) in anhydrous DMF (3 ml) was added sodium carbonate (58 mg, 0.54 mmol), after 10 minutes stirring hexyl iodide (0.08 ml, 0.54 mmol) was added and the reaction mixture stirred at room temperature under nitrogen for 90 hours. Pd(PPh3)4 (73 mg, 0.063 mmol) was then added and the reaction vessel evacuated and flushed with nitrogen (×3), morpholine (0.37 ml, 4.3 mmol) was added and stirring at room... Starting materials: ClC1=C(C=CC(=C1)I)C (2-chloro-4-iodotoluene), C1(=CC=CC=C1)P(C1=CC=CC=C1)C1=CC=CC=C1 (triphenylphosphine), C(C#C)O (propargyl alcohol), C(C)(C)N(CC)C(C)C (diisopropylethylamine). The reagents and catalysts are [Cu]I (copper(I) iodide), C1=CC=C(C=C1)/C=C/C(=O)/C=C/C2=CC=CC=C2.C1=CC=C(C=C1)/C=C/C(=O)/C=C/C2=CC=CC=C2.C1=CC=C(C=C1)/C=C/C(=O)/C=C/C2=CC=CC=C2.C(Cl)(Cl)Cl.[Pd].[Pd] (tris(dibenzylideneacetone)dipalladium(0) chloroform adduct). The solvent is [Cl-].[Na+].O (brine), O1CCCC1 (tetrahydrofuran). Reaction conditions: time 25 hour. The product is ClC=1C=C(C=CC1C)C#CCO (3-(3-chloro-4-methylphenyl)-2-propyne-1-ol). RXN SMILES: [Cl:1][C:2]1[CH:7]=[C:6](I)[CH:5]=[CH:4][C:3]=1[CH3:9].C1(P(C2C=CC=CC=2)C2C=CC=CC=2)C=CC=CC=1.[CH2:29]([OH:32])[C:30]#[CH:31].C(N(C(C)C)CC)(C)C>[Cl-].[Na+].O.[Cu]I.C1C=CC(/C=C/C(/C=C/C2C=CC=CC=2)=O)=CC=1.C1C=CC(/C=C/C(/C=C/C2C=CC=CC=2)=O)=CC=1.C1C=CC(/C=C/C(/C=C/C2C=CC=CC=2)=O)=CC=1.C(Cl)(Cl)Cl.[Pd].[Pd].O1CCCC1>[Cl:1][C:2]1[CH:7]=[C:6]([C:31]#[C:30][CH2:29][OH:32])[CH:5]=[CH:4][C:3]=1[CH3:9] |f:4.5.6,8.9.10.11.12.13|. Procedure details: A mixture of 2-chloro-4-iodotoluene (5.00 g), copper(I) iodide (75.4 mg), triphenylphosphine (260 mg), tris(dibenzylideneacetone)dipalladium(0) chloroform adduct (410 mg), propargyl alcohol (1.29 ml), diisopropylethylamine (13.8 ml) and tetrahydrofuran (100 ml) was stirred at room temperature for 25 hr. The reaction mixture was added to brine, and the mixture was extracted with ethyl acetate, washed with saturated brine, and dried over anhydrous magnesium sulfate. The solvent was evaporated unde... Reactants: CCO, Cl, [Na+], O=C1CCc2ccccc21, [OH-], O, O=Cc1ccc(O)c(CO)c1. Yields the product O=C1C(=Cc2ccc(O)c(CO)c2)Cc2ccccc21. RXN SMILES: [CH3:26][CH2:27][OH:28].[ClH:24].[Na+:23].[O:12]=[C:13]1[CH2:14][CH2:15][c:16]2[cH:17][cH:18][cH:19][cH:20][c:21]21.[OH-:22].[OH2:25].[OH:1][c:2]1[c:3]([CH2:10][OH:11])[cH:4][c:5]([CH:6]=[O:7])[cH:8][cH:9]1>>[OH:1][c:2]1[c:3]([CH2:10][OH:11])[cH:4][c:5]([CH:6]=[C:14]2[C:13](=[O:12])[c:21]3[c:16]([cH:17][cH:18][cH:19][cH:20]3)[CH2:15]2)[cH:8][cH:9]1. RXN SMILES: [CH3:19][CH2:20][CH2:21][CH2:22][CH2:23][CH3:24].[ClH:18].[OH:1][c:2]1[c:3]([C:14]([CH3:15])([CH3:16])[CH3:17])[cH:4][c:5]([CH2:6][OH:7])[cH:8][c:9]1[C:10]([CH3:11])([CH3:12])[CH3:13]>>[OH:1][c:2]1[c:3]([C:14]([CH3:15])([CH3:16])[CH3:17])[cH:4][c:5]([CH2:6][Cl:18])[cH:8][c:9]1[C:10]([CH3:11])([CH3:12])[CH3:13]. Starting materials: CCCCCC, Cl, CC(C)(C)c1cc(CO)cc(C(C)(C)C)c1O. Product: CC(C)(C)c1cc(CCl)cc(C(C)(C)C)c1O. The reactants are ClC=1C=C(N)C=C(C1OCC1=C(C=CC=C1)C1=CC=CC=C1)Cl (3,5-dichloro-4-(2-phenylphenylmethoxy) aniline), ClC1=C(C(=O)N=C=O)C=CC=C1 (2-chlorobenzoyl isocyanate). Run in C1(=CC=CC=C1)C (toluene), C1(=CC=CC=C1)C (toluene). Conditions: temperature 60 celsius. Product: ClC1=C(C(=O)NC(=O)NC2=CC(=C(C(=C2)Cl)OCC2=C(C=CC=C2)C2=CC=CC=C2)Cl)C=CC=C1 (1-(2-chlorobenzoyl)-3-[3,5-dichloro-4-(2-phenylphenylmethoxy)phenyl]urea). As a reaction SMILES: [Cl:1][C:2]1[CH:3]=[C:4]([CH:6]=[C:7]([Cl:23])[C:8]=1[O:9][CH2:10][C:11]1[CH:16]=[CH:15][CH:14]=[CH:13][C:12]=1[C:17]1[CH:22]=[CH:21][CH:20]=[CH:19][CH:18]=1)[NH2:5].[Cl:24][C:25]1[CH:35]=[CH:34][CH:33]=[CH:32][C:26]=1[C:27]([N:29]=[C:30]=[O:31])=[O:28]>C1(C)C=CC=CC=1>[Cl:24][C:25]1[CH:35]=[CH:34][CH:33]=[CH:32][C:26]=1[C:27]([NH:29][C:30]([NH:5][C:4]1[CH:3]=[C:2]([Cl:1])[C:8]([O:9][CH2:10][C:11]2[CH:16]=[CH:15][CH:14]=[CH:13][C:12]=2[C:17]2[CH:18]=[CH:19][CH:20]=[CH:21][CH:22]=2)=[C:7]([Cl:23])[CH:6]=1)=[O:31])=[O:28]. Procedure: To a solution containing 1.55 grams (0.004 moles) of 3,5-dichloro-4-(2-phenylphenylmethoxy) aniline prepared in Part B and 5 milliliters of toluene, which solution was heated to a temperature of 60° C. and placed under an atmosphere of nitrogen, was added 0.98 grams (0.005 moles) of 2-chlorobenzoyl isocyanate. The resulting mixture was maintained at a temperature of 60° C. for a period of 0.5-1.0 hours. After cooling to ambient temperature, the reaction mixture was diluted with 1 milliliter of t...